The task is: describe an organic reaction: reactants, conditions, products, and yield. This data is from the Open Reaction Database (ORD), a public repository of structured organic reaction records. Reactants: ClCC1=C(N=C(S1)C1=CC=C(C=C1)C(F)(F)F)CCC1=CC=CC=C1 (5-chloromethyl-4-phenethyl-2-(4-trifluoromethyl-phenyl)-thiazole), C(C)OC(COC1=C(C=C(C=C1)S)C)=O ((4-Mercapto-2-methyl-phenoxy)-acetic acid ethyl ester), C(=O)([O-])[O-].[Cs+].[Cs+] (Cs2CO3). The solvent is C(C)#N (acetonitrile). The product is crude product, C(C)OC(COC1=C(C=C(C=C1)SCC1=C(N=C(S1)C1=CC=C(C=C1)C(F)(F)F)CCC1=CC=CC=C1)C)=O ({2-Methyl-4-[4-phenethyl-2-(4-trifluoromethyl-phenyl)-thiazol-5-ylmethylsulfanyl]-phenoxy}-acetic acid ethyl ester). The yield is 83.5%. RXN SMILES: Cl[CH2:2][C:3]1[S:7][C:6]([C:8]2[CH:13]=[CH:12][C:11]([C:14]([F:17])([F:16])[F:15])=[CH:10][CH:9]=2)=[N:5][C:4]=1[CH2:18][CH2:19][C:20]1[CH:25]=[CH:24][CH:23]=[CH:22][CH:21]=1.[CH2:26]([O:28][C:29](=[O:40])[CH2:30][O:31][C:32]1[CH:37]=[CH:36][C:35]([SH:38])=[CH:34][C:33]=1[CH3:39])[CH3:27].C([O-])([O-])=O.[Cs+].[Cs+]>C(#N)C>[CH2:26]([O:28][C:29](=[O:40])[CH2:30][O:31][C:32]1[CH:37]=[CH:36][C:35]([S:38][CH2:2][C:3]2[S:7][C:6]([C:8]3[CH:13]=[CH:12][C:11]([C:14]([F:17])([F:16])[F:15])=[CH:10][CH:9]=3)=[N:5][C:4]=2[CH2:18][CH2:19][C:20]2[CH:25]=[CH:24][CH:23]=[CH:22][CH:21]=2)=[CH:34][C:33]=1[CH3:39])[CH3:27] |f:2.3.4|. Procedure: To a solution of 5-chloromethyl-4-phenethyl-2-(4-trifluoromethyl-phenyl)-thiazole (190 mg, 0.5 mmol) and (4-Mercapto-2-methyl-phenoxy)-acetic acid ethyl ester (100 mg, 0.44 mmol) in acetonitrile (3 mL) is added Cs2CO3 (325 mg, 1 mmol). The mixture is stirred at room temperature over night, quenched by water, extracted with ethyl acetate, dried over sodium sulfate. Column chromatography on silica gel of the crude product gave 210 mg (83.5% yield) of the title compound.